Dataset: the Open Reaction Database (ORD), a public repository of structured organic reaction records. Task: describe an organic reaction: reactants, conditions, products, and yield Starting materials: [OH-].[Na+] (NaOH), NC=1C=2N(C=C(C1)Cl)C(=C(N2)C)C (8-amino-6-chloro-2,3-dimethylimidazo[1,2-a]pyridine), CC1=C(C=O)C(=CC=C1)C (2,6-dimethylbenzaldehyde), CO (MeOH), crude product, CC1=C(C=O)C(=CC=C1)C (2,6-dimethylbenzaldehyde). Reagents/catalysts: [Cl-].[Cl-].[Zn+2] (ZnCl2), [Cl-].[Cl-].[Zn+2] (ZnCl2). Run in O (water), CCOCC (ether), C(C)(=O)OCC (ethyl acetate). Yields the product ClC=1C=C(C=2N(C1)C(=C(N2)C)C)NCC2=C(C=CC=C2C)C (6-chloro-2,3-dimethyl-8-(2,6-dimethylbenzylamino)imidazo[1,2-a]pyridine). Isolated yield 36.3%. RXN SMILES: [NH2:1][C:2]1[C:3]2[N:4]([C:9]([CH3:13])=[C:10]([CH3:12])[N:11]=2)[CH:5]=[C:6]([Cl:8])[CH:7]=1.[CH3:14][C:15]1[CH:22]=[CH:21][CH:20]=[C:19]([CH3:23])[C:16]=1[CH:17]=O.CO.[OH-].[Na+]>C(OCC)(=O)C.[Cl-].[Cl-].[Zn+2].CCOCC.O>[Cl:8][C:6]1[CH:7]=[C:2]([NH:1][CH2:17][C:16]2[C:19]([CH3:23])=[CH:20][CH:21]=[CH:22][C:15]=2[CH3:14])[C:3]2[N:4]([C:9]([CH3:13])=[C:10]([CH3:12])[N:11]=2)[CH:5]=1 |f:3.4,6.7.8|. Reported procedure: A mixture of 8-amino-6-chloro-2,3-dimethylimidazo[1,2-a]pyridine (0.894 g, 4.57 mmol), 2,6-dimethylbenzaldehyde (0.77 g, 5.7 mmol), ZnCl2 (1.08 g, 7.92 mmol), NaB(CN)H3 (0.36 g, 5.7 mmol) and MeOH (35 ml) was refluxed for 3.5 h. More 2,6-dimethylbenzaldehyde (0.25 g in 4 ml MeOH), ZnCl2 (0.55 g) and NaB(CN)H3 (0.35 g) were added. The reaction mixture was refluxed for additional 4 h. Subsequent workup by addition of 1 M NaOH (150 ml), and water (50 ml), followed by extraction of the mixture with ...